This data is from the Open Reaction Database (ORD), a public repository of structured organic reaction records. The task is: describe an organic reaction: reactants, conditions, products, and yield The reactants are ClC1=CC(=NC2=CC=C(C=C12)C)N1CCS(C2=C(C1)C=CC=C2)(=O)=O (4-(4-chloro-6-methylquinolin-2-yl)-2,3,4,5-tetrahydro-1,4-benzothiazepine 1,1-dioxide), CN1CCNCC1 (1-methylpiperazine). Yields the product CC=1C=C2C(=CC(=NC2=CC1)N1CCS(C2=C(C1)C=CC=C2)(=O)=O)N2CCN(CC2)C (4-[6-Methyl-4-(4-methylpiperazin-1-yl)quinolin-2-yl]-2,3,4,5-tetrahydro-1,4-benzothiazepine 1,1-dioxide). Reaction SMILES: Cl[C:2]1[C:11]2[C:6](=[CH:7][CH:8]=[C:9]([CH3:12])[CH:10]=2)[N:5]=[C:4]([N:13]2[CH2:19][C:18]3[CH:20]=[CH:21][CH:22]=[CH:23][C:17]=3[S:16](=[O:25])(=[O:24])[CH2:15][CH2:14]2)[CH:3]=1.[CH3:26][N:27]1[CH2:32][CH2:31][NH:30][CH2:29][CH2:28]1>>[CH3:12][C:9]1[CH:10]=[C:11]2[C:6](=[CH:7][CH:8]=1)[N:5]=[C:4]([N:13]1[CH2:19][C:18]3[CH:20]=[CH:21][CH:22]=[CH:23][C:17]=3[S:16](=[O:25])(=[O:24])[CH2:15][CH2:14]1)[CH:3]=[C:2]2[N:30]1[CH2:31][CH2:32][N:27]([CH3:26])[CH2:28][CH2:29]1. Procedure details: The title compound was prepared in analogy to Example 5-1 in Scheme 5 by using 4-(4-chloro-6-methylquinolin-2-yl)-2,3,4,5-tetrahydro-1,4-benzothiazepine 1,1-dioxide (prepared in analogy to the one in Example 2-1) and 1-methylpiperazine. MS obsd. (ESI+) [(M+H)+] 437, 1H NMR (400 MHz, CD3OD) δ ppm 7.90 (dd, J=7.83, 1.01 Hz, 1 H), 7.79 (d, J=7.07 Hz, 1 H), 7.60-7.45 (m, 3 H), 7.34 (td, J=7.64, 1.14 Hz, 1 H), 7.28 (dd, J=8.59, 1.77 Hz, 1 H), 6.54 (s, 1 H), 5.11 (s, 2 H), 3.61-3.50 (m, 2 H), 3.37 (s,... Reactants: Cl.Cl.C(C)OC(=O)[C@H]1NC[C@@H]2CC[C@@H](C[C@@H]2C1)CN1C=NC=C1C(=O)OCC ([3S,4aR,6S,8aR]-ethyl-6-((5-ethoxycarbonyl-1H-imidazol-1-yl)methyl)-1,2,3,4,4a,5,6,7,8,8a-decahydroisoquinoline-3-carboxylate dihydrochloride). Solvent: Cl (HCl). Conditions: time 18 hour. The product is Cl.Cl.C(C)OC(=O)C1=CN=CN1C[C@@H]1C[C@@H]2C[C@H](NC[C@@H]2CC1)C(=O)O ([3S,4aR,6S,8aR]-6-((5-ethoxycarbonyl-1H-imidazol-1-yl)methyl)-1,2,3,4,4a,5,6,7,8,8a-decahydroisoquinoline-3-carboxylic Acid Dihydrochloride). Isolated yield 184.9%. As a reaction SMILES: [ClH:1].Cl.C([O:5][C:6]([C@@H:8]1[CH2:17][C@@H:16]2[C@@H:11]([CH2:12][CH2:13][C@H:14]([CH2:18][N:19]3[C:23]([C:24]([O:26][CH2:27][CH3:28])=[O:25])=[CH:22][N:21]=[CH:20]3)[CH2:15]2)[CH2:10][NH:9]1)=[O:7])C>Cl>[ClH:1].[ClH:1].[CH2:27]([O:26][C:24]([C:23]1[N:19]([CH2:18][C@H:14]2[CH2:13][CH2:12][C@@H:11]3[C@@H:16]([CH2:17][C@@H:8]([C:6]([OH:7])=[O:5])[NH:9][CH2:10]3)[CH2:15]2)[CH:20]=[N:21][CH:22]=1)=[O:25])[CH3:28] |f:0.1.2,4.5.6|. Procedure: A solution of 0.20 g of [3S,4aR,6S,8aR]-ethyl-6-((5-ethoxycarbonyl-1H-imidazol-1-yl)methyl)-1,2,3,4,4a,5,6,7,8,8a-decahydroisoquinoline-3-carboxylate dihydrochloride (prepared in example 5) in 10 mL of 5N HCl was heated at 50° C. for three hours and then at room temperature for 18 h. The solution was evaporated and vacuum dried at 50° C. to give 0.173 g of the title compound: MS m/z: 336.2 (m++1). Analysis calculated for C17H25N3O4.2HCl H2O: C, 47.9; H, 6.9; N, 9.85. Found: C, 48.11; H, 7.66; N,... Starting materials: CCOC(=O)C1(CCCCCOc2ccc(Cl)cc2)CO1, [Na+], C1CCOC1, [OH-]. The product is O=C(O)C1(CCCCCOc2ccc(Cl)cc2)CO1. As a reaction SMILES: [CH2:1]([CH3:2])[O:3][C:4](=[O:5])[C:6]1([CH2:9][CH2:10][CH2:11][CH2:12][CH2:13][O:14][c:15]2[cH:16][cH:17][c:18]([Cl:21])[cH:19][cH:20]2)[O:7][CH2:8]1.[Na+:23].[O:24]1[CH2:25][CH2:26][CH2:27][CH2:28]1.[OH-:22]>>[O:3]=[C:4]([OH:5])[C:6]1([CH2:9][CH2:10][CH2:11][CH2:12][CH2:13][O:14][c:15]2[cH:16][cH:17][c:18]([Cl:21])[cH:19][cH:20]2)[O:7][CH2:8]1. Reactants: CC(C)(C)[Si](C)(C)OC1CCN(Cc2ccc(-c3cc4nccc(Cl)c4s3)cc2)C1, O=C([O-])[O-], CO, CCOC(C)=O, ClCCl, O=[N+]([O-])c1ccc(O)c(F)c1, [K+], [K+]. The product is CC(C)(C)[Si](C)(C)OC1CCN(Cc2ccc(-c3cc4nccc(Oc5ccc([N+](=O)[O-])cc5F)c4s3)cc2)C1. Reaction SMILES: [C:1]([CH3:2])([CH3:3])([CH3:4])[Si:5]([O:6][CH:7]1[CH2:8][N:9]([CH2:12][c:13]2[cH:14][cH:15][c:16](-[c:19]3[cH:20][c:21]4[n:22][cH:23][cH:24][c:25]([Cl:28])[c:26]4[s:27]3)[cH:17][cH:18]2)[CH2:10][CH2:11]1)([CH3:29])[CH3:30].[C:42](=[O:43])([O-:44])[O-:45].[CH3:48][OH:49].[CH3:50][CH2:51][O:52][C:53]([CH3:54])=[O:55].[Cl:56][CH2:57][Cl:58].[F:31][c:32]1[c:33]([OH:41])[cH:34][cH:35][c:36]([N+:38](=[O:39])[O-:40])[cH:37]1.[K+:46].[K+:47]>>[C:1]([CH3:2])([CH3:3])([CH3:4])[Si:5]([O:6][CH:7]1[CH2:8][N:9]([CH2:12][c:13]2[cH:14][cH:15][c:16](-[c:19]3[cH:20][c:21]4[n:22][cH:23][cH:24][c:25]([O:41][c:33]5[c:32]([F:31])[cH:37][c:36]([N+:38](=[O:39])[O-:40])[cH:35][cH:34]5)[c:26]4[s:27]3)[cH:17][cH:18]2)[CH2:10][CH2:11]1)([CH3:29])[CH3:30]. Starting materials: NC1=NC2=NC(=CC=C2C=C1)Cl (2-Amino-7chloro-1,8-naphthyridine), CC[O-].[Na+] (sodium ethylate), [Na] (sodium), C(C1=CC=CC=C1)S (benzyl mercaptan). Run in O (water), C(C)O (ethanol). Conditions: temperature 20 celsius, time 1 hour. Product: NC1=NC2=NC(=CC=C2C=C1)SCC1=CC=CC=C1 (2amino-7-benzylthio-1,8-naphthyridine). The yield is 57.5%. RXN SMILES: CC[O-].[Na+].[Na].[CH2:6]([SH:13])[C:7]1[CH:12]=[CH:11][CH:10]=[CH:9][CH:8]=1.[NH2:14][C:15]1[CH:24]=[CH:23][C:22]2[C:17](=[N:18][C:19](Cl)=[CH:20][CH:21]=2)[N:16]=1>O.C(O)C>[NH2:14][C:15]1[CH:24]=[CH:23][C:22]2[C:17](=[N:18][C:19]([S:13][CH2:6][C:7]3[CH:12]=[CH:11][CH:10]=[CH:9][CH:8]=3)=[CH:20][CH:21]=2)[N:16]=1 |f:0.1,^1:4|. Reported procedure: To a solution of sodium ethylate prepared from sodium (2.3 g) and ethanol (160 cc), benzyl mercaptan (13.6 g) is added and the mixture is stirred for 1 hour at a temperature in the region of 20° C. 2-Amino-7chloro-1,8-naphthyridine (18 g) is then added and the mixture is heated for 6 hours at 60° C. The suspension produced is poured into water (500 cc) and extracted with methylene chloride (3×250 cc). After being washed with water and dried, the organic solution is concentrated to dryness under ...